This data is from the Open Reaction Database (ORD), a public repository of structured organic reaction records. The task is: describe an organic reaction: reactants, conditions, products, and yield Starting materials: BrC1=CC(=C(C=C1C(C)C)S(=O)(=O)Cl)C(C)CC (4-bromo-2-sec-butyl-5-isopropylbenzenesulfonyl chloride), BrC1=CC(=C(C=C1C(C)CC)S(=O)(=O)Cl)C(C)CC (4-bromo-2,5-di-sec-butylbenzenesulfonyl chloride). Yields the product BrC1=CC(=C(C=C1C(C)C)S)C(C)CC (4-Bromo-2-sec-butyl-5-isopropylbenzenethiol). As a reaction SMILES: [Br:1][C:2]1[C:7]([CH:8]([CH3:10])[CH3:9])=[CH:6][C:5]([S:11](Cl)(=O)=O)=[C:4]([CH:15]([CH2:17][CH3:18])[CH3:16])[CH:3]=1.BrC1C(C(CC)C)=CC(S(Cl)(=O)=O)=C(C(CC)C)C=1>>[Br:1][C:2]1[C:7]([CH:8]([CH3:10])[CH3:9])=[CH:6][C:5]([SH:11])=[C:4]([CH:15]([CH2:17][CH3:18])[CH3:16])[CH:3]=1. Procedure details: 4-Bromo-2-sec-butyl-5-isopropylbenzenethiol was prepared using the procedure of Example 2B except that 4-bromo-2-sec-butyl-5-isopropylbenzenesulfonyl chloride was substituted for the 4-bromo-2,5-di-sec-butylbenzenesulfonyl chloride. The resulting product had a boiling point of 110°C at 0.35 mm Hg. Reactants: O (H2O), C([O-])([O-])=O.[K+].[K+] (Potassium carbonate), C(C1=CC=CC=C1)Br (benzyl bromide), OCC1CCC(CC1)C(=O)O (4-hydroxymethyl-cyclohexanecarboxylic acid). Solvent: CN(C)C=O (DMF). Reaction conditions: temperature 60 celsius, time 1 hour. Yields the product C(C1=CC=CC=C1)OC(=O)C1CCC(CC1)CO (4-hydroxymethyl-cyclohexanecarboxylic acid benzyl ester). RXN SMILES: C(=O)([O-])[O-].[K+].[K+].[CH2:7](Br)[C:8]1[CH:13]=[CH:12][CH:11]=[CH:10][CH:9]=1.[OH:15][CH2:16][CH:17]1[CH2:22][CH2:21][CH:20]([C:23]([OH:25])=[O:24])[CH2:19][CH2:18]1.O>CN(C=O)C>[CH2:7]([O:25][C:23]([CH:20]1[CH2:21][CH2:22][CH:17]([CH2:16][OH:15])[CH2:18][CH2:19]1)=[O:24])[C:8]1[CH:13]=[CH:12][CH:11]=[CH:10][CH:9]=1 |f:0.1.2|. Procedure: Potassium carbonate (2.61 g, 18.9 mmol) and benzyl bromide (2.24 mL, 18.9 mmol) were added to a solution of 4-hydroxymethyl-cyclohexanecarboxylic acid (cis-trans=2.9:1 mixture) (2.49 g, 15.7 mmol) in DMF (31.5 mL) at room temperature, and the mixture was stirred at 60° C. for one hour. The reaction solution was cooled, and H2O (60 mL) was then added to the reaction solution, followed by extraction with hexane:ethyl acetate (2:1) (300 mL) twice. The organic layers were dried over sodium sulfate a... The reactants are CNCCN (2-methylamino-ethylamine), C(C1=CC=CC=C1)=O (benzaldehyde). The product is C(C1=CC=CC=C1)=NCCNC (N-benzylidene-N'-methylethylenediamine). As a reaction SMILES: [CH3:1][NH:2][CH2:3][CH2:4][NH2:5].[CH:6](=O)[C:7]1[CH:12]=[CH:11][CH:10]=[CH:9][CH:8]=1>C1C=CC=CC=1>[CH:6](=[N:5][CH2:4][CH2:3][NH:2][CH3:1])[C:7]1[CH:12]=[CH:11][CH:10]=[CH:9][CH:8]=1. Run in C1=CC=CC=C1 (benzene). Procedure: 20 g. of 2-methylamino-ethylamine in 100 ml. of absolute benzene was stirred with 28.7 g. of benzaldehyde. The mixture warmed up somewhat and became yellow. The benzene was evaporated in vacuo and the residue distilled under reduced pressure in a Hickmann-flask. After a little forerun, the desired fraction distilled at 106°-107°/13 mm. The N-benzylidene-N'-methylethylenediamine was obtained as a colorless oil of nD22 = 1.5452 and a U.V.-absorption maximum at 245 mμ. 25 g. of this product were di... The reactants are [Sn] (tin), 559, C(CCCCCCCCCCC)O (n-dodecyl alcohol), C(C=C)(=O)OC (methyl acrylate), C[Sn](C)(Cl)Cl (dimethyltin dichloride), C[O-].[Na+] (sodium methoxide), COC1=CC=C(C=C1)O (4-methoxyphenol), C1(O)=CC=C(O)C=C1 (hydroquinone). Solvent: CCCCCCC (heptane). Yields the product C(C=C)(=O)OCCCCCCCCCCCC (n-dodecyl acrylate). Yield: 93.2%. Reaction SMILES: [CH2:1]([OH:13])[CH2:2][CH2:3][CH2:4][CH2:5][CH2:6][CH2:7][CH2:8][CH2:9][CH2:10][CH2:11][CH3:12].[C:14](OC)(=[O:17])[CH:15]=[CH2:16].C[Sn](Cl)(Cl)C.C[O-].[Na+].COC1C=CC(O)=CC=1.C1(C=CC(O)=CC=1)O.[Sn]>CCCCCCC>[C:14]([O:13][CH2:1][CH2:2][CH2:3][CH2:4][CH2:5][CH2:6][CH2:7][CH2:8][CH2:9][CH2:10][CH2:11][CH3:12])(=[O:17])[CH:15]=[CH2:16] |f:3.4,^3:44|. Procedure: In a similar manner, a mixture of 559 parts n-dodecyl alcohol, 387.4 parts methyl acrylate, 167 parts heptane, 1.5 parts dimethyltin dichloride, 0.4 parts sodium methoxide (molar ratio 1.08:1), 3.3 parts 4-methoxyphenol and 0.65 parts hydroquinone yielded, after work up, 672.2 parts (93.2 percent yield, based on n-dodecyl alcohol) of n-dodecyl acrylate, with a purity of 96.6 percent containing no detectable tin. The reactants are CCCCCCCCCCCC, NC1CCCCC1N, [Cu]I, Cc1cc(C)cc(I)c1, [K+], [K+], [K+], O=C1CCCN1, C1COCCO1, O=P([O-])([O-])[O-]. Product: Cc1cc(C)cc(N2CCCC2=O)c1. Reaction SMILES: [CH3:32][CH2:33][CH2:34][CH2:35][CH2:36][CH2:37][CH2:38][CH2:39][CH2:40][CH2:41][CH2:42][CH3:43].[CH:9]1([NH2:10])[CH2:11][CH2:12][CH2:13][CH2:14][CH:15]1[NH2:16].[Cu:44][I:45].[I:17][c:18]1[cH:19][c:20]([CH3:25])[cH:21][c:22]([CH3:24])[cH:23]1.[K+:6].[K+:7].[K+:8].[NH:26]1[C:27](=[O:31])[CH2:28][CH2:29][CH2:30]1.[O:46]1[CH2:47][CH2:48][O:49][CH2:50][CH2:51]1.[P:1]([O-:2])([O-:3])([O-:4])=[O:5]>>[c:18]1([N:26]2[C:27](=[O:31])[CH2:28][CH2:29][CH2:30]2)[cH:19][c:20]([CH3:25])[cH:21][c:22]([CH3:24])[cH:23]1.